This data is from the Open Reaction Database (ORD), a public repository of structured organic reaction records. The task is: describe an organic reaction: reactants, conditions, products, and yield Reactants: O=C([O-])[O-], Cc1ccccc1, Cn1cc(B2OC(C)(C)C(C)(C)O2)cn1, CCO, CSc1nccc(Cl)n1, [Na+], [Na+], O, c1ccc(P(c2ccccc2)(c2ccccc2)[Pd](P(c2ccccc2)(c2ccccc2)c2ccccc2)(P(c2ccccc2)(c2ccccc2)c2ccccc2)P(c2ccccc2)(c2ccccc2)c2ccccc2)cc1. The product is CSc1nccc(-c2cnn(C)c2)n1. As a reaction SMILES: [C:25](=[O:26])([O-:27])[O-:28].[CH3:108][c:109]1[cH:110][cH:111][cH:112][cH:113][cH:114]1.[CH3:10][n:11]1[n:12][cH:13][c:14]([B:16]2[O:17][C:18]([CH3:19])([CH3:20])[C:21]([CH3:22])([CH3:23])[O:24]2)[cH:15]1.[CH3:115][CH2:116][OH:117].[Cl:1][c:2]1[n:3][c:4]([S:8][CH3:9])[n:5][cH:6][cH:7]1.[Na+:29].[Na+:30].[OH2:118].[cH:31]1[cH:32][cH:33][c:34]([P:35]([Pd:36]([P:37]([c:38]2[cH:39][cH:40][cH:41][cH:42][cH:43]2)([c:44]2[cH:45][cH:46][cH:47][cH:48][cH:49]2)[c:50]2[cH:51][cH:52][cH:53][cH:54][cH:55]2)([P:56]([c:57]2[cH:58][cH:59][cH:60][cH:61][cH:62]2)([c:63]2[cH:64][cH:65][cH:66][cH:67][cH:68]2)[c:69]2[cH:70][cH:71][cH:72][cH:73][cH:74]2)[P:75]([c:76]2[cH:77][cH:78][cH:79][cH:80][cH:81]2)([c:82]2[cH:83][cH:84][cH:85][cH:86][cH:87]2)[c:88]2[cH:89][cH:90][cH:91][cH:92][cH:93]2)([c:94]2[cH:95][cH:96][cH:97][cH:98][cH:99]2)[c:100]2[cH:101][cH:102][cH:103][cH:104][cH:105]2)[cH:106][cH:107]1>>[c:2]1(-[c:14]2[cH:13][n:12][n:11]([CH3:10])[cH:15]2)[n:3][c:4]([S:8][CH3:9])[n:5][cH:6][cH:7]1. The reactants are N1CCOCC1 (morpholine), Cl.C(C)N=C=NCCCN(C)C (1-ethyl-3-(3-dimethylaminopropyl)carbodiimide hydrochloride), O.ON1N=NC2=C1C=CC=C2 (1-hydroxybenzotriazole monohydrate), [N+](=O)([O-])C1=CC=C(C=C1)N1CCC(CC1)C(=O)O (1-(4-nitrophenyl)piperidine-4-carboxylic acid). The solvent is CN(C=O)C (N,N-dimethylformamide), O (water). Conditions: temperature 70 celsius, time 8 hour. Product: [N+](=O)([O-])C1=CC=C(C=C1)N1CCCCC1.N1(CCOCC1)C(=O)N (1-(4-nitrophenyl)piperidine 4-morpholinecarboxamide). Reaction SMILES: [N+:1]([C:4]1[CH:9]=[CH:8][C:7]([N:10]2[CH2:15][CH2:14][CH:13]([C:16]([OH:18])=O)[CH2:12][CH2:11]2)=[CH:6][CH:5]=1)([O-:3])=[O:2].[NH:19]1[CH2:24][CH2:23][O:22][CH2:21][CH2:20]1.Cl.C([N:28]=C=NCCCN(C)C)C.O.ON1C2C=CC=CC=2N=N1>CN(C)C=O.O>[N+:1]([C:4]1[CH:5]=[CH:6][C:7]([N:10]2[CH2:15][CH2:14][CH2:13][CH2:12][CH2:11]2)=[CH:8][CH:9]=1)([O-:3])=[O:2].[N:19]1([C:16]([NH2:28])=[O:18])[CH2:24][CH2:23][O:22][CH2:21][CH2:20]1 |f:2.3,4.5,8.9|. Procedure details: The 1-(4-nitrophenyl)piperidine-4-carboxylic acid (10.1 g, 40 mmol) obtained in Example 3(1) was dissolved in N,N-dimethylformamide (25 ml), and morpholine (5.2 g, 60 mmol), 1-ethyl-3-(3-dimethylaminopropyl)carbodiimide hydrochloride (9.2 g, 48 mmol), and 1-hydroxybenzotriazole monohydrate (6.7 g, 44 mmol) were added thereto, followed by stirring overnight under heat at 70° C. After cooling to room temperature, water was added thereto, and the precipitate was collected by filtration and dried un... Reactants: ClC1=NSC(=N1)Cl (3,5-dichloro-1,2,4-thiadiazole), C([O-])([O-])=O.[Cs+].[Cs+] (Cesium carbonate), Pd(dppf)2C12, C(C)NC(=O)NC=1SC2=C(N1)C=C(C=C2C2=NC=CC=C2)B(O)O ({2-[(ethylcarbamoyl)amino]-7-(pyridin-2-yl)-1,3-benzothiazol-5-yl}boronic acid). Solvent: C1CCOC1 (THF), O (water). Reaction conditions: temperature 110 celsius. Yields the product ClC1=NSC(=N1)C=1C=C(C2=C(N=C(S2)NC(=O)NCC)C1)C1=NC=CC=C1 (1-[5-(3-chloro-1,2,4-thiadiazol-5-yl)-7-(pyridin-2-yl)-1,3-benzothiazol-2-yl]-3-ethylurea). Reaction SMILES: [Cl:1][C:2]1[N:6]=[C:5](Cl)[S:4][N:3]=1.C(=O)([O-])[O-].[Cs+].[Cs+].[CH2:14]([NH:16][C:17]([NH:19][C:20]1[S:21][C:22]2[C:28]([C:29]3[CH:34]=[CH:33][CH:32]=[CH:31][N:30]=3)=[CH:27][C:26](B(O)O)=[CH:25][C:23]=2[N:24]=1)=[O:18])[CH3:15]>C1COCC1.O>[Cl:1][C:2]1[N:6]=[C:5]([C:26]2[CH:27]=[C:28]([C:29]3[CH:34]=[CH:33][CH:32]=[CH:31][N:30]=3)[C:22]3[S:21][C:20]([NH:19][C:17]([NH:16][CH2:14][CH3:15])=[O:18])=[N:24][C:23]=3[CH:25]=2)[S:4][N:3]=1 |f:1.2.3|. Procedure details: 3,5-dichloro-1,2,4-thiadiazole (50 mg, 0.32 mmol), Cesium carbonate (285.6 mg, 0.88 mmol), Pd(dppf)2C12 (20 mg, 0.03 mmol) and {2-[(ethylcarbamoyl)amino]-7-(pyridin-2-yl)-1,3-benzothiazol-5-yl}boronic acid (100 mg, 0.29 mmol) was suspended in a mixture of THF (9 mL) and water (1 mL) and heated in the microwave at 110° C. for 50 min. The reaction mixture was concentrated in vacuo and the residue partitioned between 10% IPA/DCM (10 mL) and water (10 mL). The organic layer was separated and the aqu... Reactants: [I-].[K+] (potassium iodide), ClC1=C(N)C=C(C=C1)[N+](=O)[O-] (2-chloro-5-nitroaniline), S(O)(O)(=O)=O (sulfuric acid), N(=O)[O-].[Na+] (sodium nitrite). Solvent: O (water), O (water), O (water). Reaction conditions: temperature 0 celsius, time 0.5 hour. Product: ClC1=C(C=C(C=C1)[N+](=O)[O-])I (2-chloro-5-nitro-iodobenzene). The yield is 73.1%. As a reaction SMILES: [Cl:1][C:2]1[CH:8]=[CH:7][C:6]([N+:9]([O-:11])=[O:10])=[CH:5][C:3]=1N.S(=O)(=O)(O)O.N([O-])=O.[Na+].[I-:21].[K+]>O>[Cl:1][C:2]1[CH:8]=[CH:7][C:6]([N+:9]([O-:11])=[O:10])=[CH:5][C:3]=1[I:21] |f:2.3,4.5|. Procedure details: An alternative synthetic procedure is as follows. 75 g (435 mmol) of 2-chloro-5-nitroaniline was added to a solution of water (600 mL) and conc. sulfuric acid (60 mL) in a 3 L 3-neck flask equipped for mechanical stirring. The solution was cooled to 0° C. and a solution of sodium nitrite (34.2 g, 496 mmol) in water (130 mL) was added slowly. The mixture was stirred for ½ hr. and then a solution of potassium iodide (130 g, 783 mmol) in water (520 mL) was added dropwise over hr keeping the tempera... Starting materials: O=C([O-])[O-], CC(C)=O, CI, [K+], [K+], CCOC(=O)CC(=O)c1ccco1. The product is CCOC(=O)C(C)C(=O)c1ccco1. RXN SMILES: [C:16](=[O:17])([O-:18])[O-:19].[CH3:22][C:23](=[O:24])[CH3:25].[I:14][CH3:15].[K+:20].[K+:21].[o:1]1[c:2]([C:6]([CH2:7][C:8](=[O:9])[O:10][CH2:11][CH3:12])=[O:13])[cH:3][cH:4][cH:5]1>>[o:1]1[c:2]([C:6]([CH:7]([C:8](=[O:9])[O:10][CH2:11][CH3:12])[CH3:16])=[O:13])[cH:3][cH:4][cH:5]1. Conditions: temperature 0 celsius, time 2 day. Isolated yield 481.9%. Yields the product O1C(CCCC1)OC\C=C/CO (CIS-4-TETRAHYDROPYRANYLOXY-2-BUTENE-1-OL). Procedure: Dihydropyran (9.1 ml, 100 mmol) was added dropwise to a cooled (0° C.) solution of 2-butene-1,4-diol (8.8 g, 10 mmol) and pyridinium paratoluenesulfonate (0.25 g, 10 mmol) in anhydrous dichloromethane:tetrahydrofuran (2:1). The mixture was stirred two days at 0° C. then concentrated in vacuo. The residue was purified by flash chromatography on silica gel (ethyl acetate:hexane 3:7) to give 8.3 g of the title compound (49%). Reactants: C(C=CCO)O (2-butene-1,4-diol), C1(=CC=C(C=C1)S(=O)(=O)[O-])C.[NH+]1=CC=CC=C1 (pyridinium paratoluenesulfonate), O1CCCC=C1 (Dihydropyran). The solvent is ClCCl.O1CCCC1 (dichloromethane tetrahydrofuran). Reaction SMILES: [O:1]1[CH:6]=[CH:5][CH2:4][CH2:3][CH2:2]1.[CH2:7]([OH:12])[CH:8]=[CH:9][CH2:10][OH:11].C1(C)C=CC(S([O-])(=O)=O)=CC=1.[NH+]1C=CC=CC=1>ClCCl.O1CCCC1>[O:1]1[CH2:2][CH2:3][CH2:4][CH2:5][CH:6]1[O:11][CH2:10]/[CH:9]=[CH:8]\[CH2:7][OH:12] |f:2.3,4.5|. Reactants: COc1cc(C(=O)Cl)cc(OC)c1OC, CN(C)c1ccccc1, O=C1CC(CCOC2CCCCO2)(c2ccc(Cl)c(Cl)c2)CN1. Product: COc1cc(C(=O)N2CC(CCOC3CCCCO3)(c3ccc(Cl)c(Cl)c3)CC2=O)cc(OC)c1OC. Reaction SMILES: [CH3:24][O:25][c:26]1[cH:27][c:28]([C:29](=[O:30])[Cl:31])[cH:32][c:33]([O:37][CH3:38])[c:34]1[O:35][CH3:36].[CH3:39][N:40]([c:41]1[cH:42][cH:43][cH:44][cH:45][cH:46]1)[CH3:47].[Cl:1][c:2]1[cH:3][c:4]([C:9]2([CH2:15][CH2:16][O:17][CH:18]3[O:19][CH2:20][CH2:21][CH2:22][CH2:23]3)[CH2:10][C:11](=[O:14])[NH:12][CH2:13]2)[cH:5][cH:6][c:7]1[Cl:8]>>[Cl:1][c:2]1[cH:3][c:4]([C:9]2([CH2:15][CH2:16][O:17][CH:18]3[O:19][CH2:20][CH2:21][CH2:22][CH2:23]3)[CH2:10][C:11](=[O:14])[N:12]([C:29]([c:28]3[cH:27][c:26]([O:25][CH3:24])[c:34]([O:35][CH3:36])[c:33]([O:37][CH3:38])[cH:32]3)=[O:30])[CH2:13]2)[cH:5][cH:6][c:7]1[Cl:8].